From a dataset of the Open Reaction Database (ORD), a public repository of structured organic reaction records. describe an organic reaction: reactants, conditions, products, and yield The reactants are CCOC(C)=O, CCC(Oc1ccc(C(C)(C)CC)cc1C(C)(C)CC)C(=O)Nc1ccc(Cl)c(NC(=O)CC(=O)C(C)(C)C)c1. The product is CCC(Oc1ccc(C(C)(C)CC)cc1C(C)(C)CC)C(=O)Nc1ccc(Cl)c(N)c1. Reaction SMILES: [CH3:41][CH2:42][O:43][C:44](=[O:45])[CH3:46].[Cl:1][c:2]1[c:3]([NH:31][C:32](=[O:33])[CH2:34][C:35](=[O:36])[C:37]([CH3:38])([CH3:39])[CH3:40])[cH:4][c:5]([NH:8][C:9]([CH:10]([CH2:11][CH3:12])[O:13][c:14]2[c:15]([C:25]([CH3:26])([CH3:27])[CH2:28][CH3:29])[cH:16][c:17]([C:20]([CH3:21])([CH3:22])[CH2:23][CH3:24])[cH:18][cH:19]2)=[O:30])[cH:6][cH:7]1>>[Cl:1][c:2]1[c:3]([NH2:31])[cH:4][c:5]([NH:8][C:9]([CH:10]([CH2:11][CH3:12])[O:13][c:14]2[c:15]([C:25]([CH3:26])([CH3:27])[CH2:28][CH3:29])[cH:16][c:17]([C:20]([CH3:21])([CH3:22])[CH2:23][CH3:24])[cH:18][cH:19]2)=[O:30])[cH:6][cH:7]1. Reactants: C(C1=CC=CC=C1)OC(=O)NC(CC=1SC=CC1)C(=O)O (N-(Benzyloxycarbonyl)-3-(2-thienyl)-D,L-alanine), C(C(C)C)OC(=O)Cl (isobutylchloroformate), C(C)(C)(C)N (t-butylamine), C(C1=CC=CC=C1)OC(=O)N[C@@H](CC=1SC=CC1)C(=O)O (N-(Benzyloxycarbonyl)-3-(2-thienyl)-L-alanine), 0C. N-Methylmorpholine. Solvent: C1CCOC1 (THF). Reaction conditions: time 17.5 minute. The product is C(C)(C)(C)NC([C@@H](NC(=O)OCC1=CC=CC=C1)CC=1SC=CC1)=O (N-(carbobenzyloxy)-3-(2-thienyl)-L-alanine-tert-butylamide). The yield is 97.0%. Reaction SMILES: [CH2:1]([O:8][C:9]([NH:11][CH:12]([C:19]([OH:21])=O)[CH2:13][C:14]1[S:15][CH:16]=[CH:17][CH:18]=1)=[O:10])[C:2]1[CH:7]=[CH:6][CH:5]=[CH:4][CH:3]=1.C(OC(N[C@H](C(O)=O)CC1SC=CC=1)=O)C1C=CC=CC=1.C(OC(Cl)=O)C(C)C.[C:51]([NH2:55])([CH3:54])([CH3:53])[CH3:52]>C1COCC1>[C:51]([NH:55][C:19](=[O:21])[C@H:12]([CH2:13][C:14]1[S:15][CH:16]=[CH:17][CH:18]=1)[NH:11][C:9]([O:8][CH2:1][C:2]1[CH:3]=[CH:4][CH:5]=[CH:6][CH:7]=1)=[O:10])([CH3:54])([CH3:53])[CH3:52]. Reported procedure: Into a 500 ml flask was placed 8.06 9 of the subtitled compound of Example A, N-(Benzyloxycarbonyl)-3-(2-thienyl)-L-alanine, in 130 ml of THF. The compound was cooled to 0°0C. N-Methylmorpholine (4.23 ml) was added, followed by isobutylchloroformate (4.04 ml) over two minutes. The mixture was stirred for 15-20 minutes, and 3.74 ml of t-butylamine was added. The bath was removed, and the mixture was stirred at room temperature for two hours. The mixture was concentrated on rotovap, and the residu... Starting materials: CC(=O)C1(O)CCc2cc3c(c(O)c2C1)C(=O)c1cccc(O)c1C3=O, OCCO, Cc1ccc(S(=O)(=O)O)cc1, c1ccccc1. Yields the product CC1(C2(O)CCc3cc4c(c(O)c3C2)C(=O)c2cccc(O)c2C4=O)OCCO1. RXN SMILES: [C:1]([CH3:2])(=[O:3])[C:4]1([OH:26])[CH2:5][c:6]2[c:7]([OH:25])[c:8]3[c:17]([cH:18][c:19]2[CH2:20][CH2:21]1)[C:16](=[O:22])[c:15]1[c:10]([cH:11][cH:12][cH:13][c:14]1[OH:23])[C:9]3=[O:24].[OH:27][CH2:28][CH2:29][OH:30].[c:31]1([CH3:32])[cH:33][cH:34][c:35]([S:36]([OH:37])(=[O:38])=[O:39])[cH:40][cH:41]1.[cH:42]1[cH:43][cH:44][cH:45][cH:46][cH:47]1>>[C:1]1([CH3:2])([C:4]2([OH:26])[CH2:5][c:6]3[c:7]([OH:25])[c:8]4[c:17]([cH:18][c:19]3[CH2:20][CH2:21]2)[C:16](=[O:22])[c:15]2[c:10]([cH:11][cH:12][cH:13][c:14]2[OH:23])[C:9]4=[O:24])[O:3][CH2:29][CH2:28][O:27]1. The reactants are CS(=O)(=O)O, Cl, [N-]=[N+]=[N-], [N-]=[N+]=[N-], CCOCC(N=[N+]=[N-])C(Cc1ccccc1)NC(=O)OC(C)(C)C, [Na+], CN(C)C=O, C1COCCO1. The product is CCOCC(N=[N+]=[N-])C(N)Cc1ccccc1. As a reaction SMILES: [CH3:4][S:5]([OH:6])(=[O:7])=[O:8].[ClH:37].[N-:1]=[N+:2]=[N-:3].[N-:9]=[N+:10]=[N-:11].[N:13](=[N+:14]=[N-:15])[CH:16]([CH:17]([CH2:18][c:19]1[cH:20][cH:21][cH:22][cH:23][cH:24]1)[NH:25][C:26](=[O:27])[O:28][C:29]([CH3:30])([CH3:31])[CH3:32])[CH2:33][O:34][CH2:35][CH3:36].[Na+:12].[O:38]=[CH:39][N:40]([CH3:41])[CH3:42].[O:43]1[CH2:44][CH2:45][O:46][CH2:47][CH2:48]1>>[N:13](=[N+:14]=[N-:15])[CH:16]([CH:17]([CH2:18][c:19]1[cH:20][cH:21][cH:22][cH:23][cH:24]1)[NH2:25])[CH2:33][O:34][CH2:35][CH3:36]. Conditions: temperature 78 celsius, time 18 hour. The solvent is CC(CC)=O (2-butanone). Isolated yield 22.0%. The product is N1N=C(C2=CC=CC=C12)CCCN1CCC2(C(N(CN2C2=CC=CC=C2)CC=2C=C(C(=O)OC(C)(C)C)C=CC2)=O)CC1 (tert-butyl 3-((8-(3-(1H-indazol-3-yl)propyl)-4-oxo-1-phenyl-1,3,8-triazaspiro[4.5]decan-3-yl)methyl)benzoate). Reaction SMILES: [O:1]=[C:2]1[C:6]2([CH2:11][CH2:10][NH:9][CH2:8][CH2:7]2)[N:5]([C:12]2[CH:17]=[CH:16][CH:15]=[CH:14][CH:13]=2)[CH2:4][N:3]1[CH2:18][C:19]1[CH:20]=[C:21]([CH:29]=[CH:30][CH:31]=1)[C:22]([O:24][C:25]([CH3:28])([CH3:27])[CH3:26])=[O:23].C(=O)([O-])[O-].[K+].[K+].[I-].[Na+].Cl[CH2:41][CH2:42][CH2:43][C:44]1[C:52]2[C:47](=[CH:48][CH:49]=[CH:50][CH:51]=2)[NH:46][N:45]=1>CC(=O)CC>[NH:46]1[C:47]2[C:52](=[CH:51][CH:50]=[CH:49][CH:48]=2)[C:44]([CH2:43][CH2:42][CH2:41][N:9]2[CH2:10][CH2:11][C:6]3([N:5]([C:12]4[CH:13]=[CH:14][CH:15]=[CH:16][CH:17]=4)[CH2:4][N:3]([CH2:18][C:19]4[CH:20]=[C:21]([CH:29]=[CH:30][CH:31]=4)[C:22]([O:24][C:25]([CH3:28])([CH3:26])[CH3:27])=[O:23])[C:2]3=[O:1])[CH2:7][CH2:8]2)=[N:45]1 |f:1.2.3,4.5|. Procedure: To a solution of tert-butyl 3-((4-oxo-1-phenyl-1,3,8-triazaspiro[4.5]decan-3-yl)methyl)benzoate (0.2 g, 0.47 mmol), potassium carbonate (0.097 g, 0.7 mmol) and sodium iodide (0.021 g, 0.14 mmol) in 2-butanone (5 mL), was added 3-(3-chloropropyl)-1H-indazole (0.092 g, 0.47 mmol). After stirring at 78° C. for 18 hours, the reaction mixture was filtered, concentrated and isolated by preparatory TLC (10% methanol/dichloromethane) to obtain the title compound (0.06 g, 22%); 1H NMR (DMSO-d6): δ 1.52 (... Reactants: O=C1N(CN(C12CCNCC2)C2=CC=CC=C2)CC=2C=C(C(=O)OC(C)(C)C)C=CC2 (tert-butyl 3-((4-oxo-1-phenyl-1,3,8-triazaspiro[4.5]decan-3-yl)methyl)benzoate), C([O-])([O-])=O.[K+].[K+] (potassium carbonate), [I-].[Na+] (sodium iodide), ClCCCC1=NNC2=CC=CC=C12 (3-(3-chloropropyl)-1H-indazole). Starting materials: resultant mixture, OC1=CC=C(C(=O)O)C=C1 (4-hydroxybenzoic acid), ice water, C(CCCCC)(=O)Cl (hexanoyl chloride), Cl (hydrochloric acid). The solvent is N1=CC=CC=C1 (pyridine), 3-N. Yields the product C(CCCCC)(=O)OC1=CC=C(C(=O)O)C=C1 (4-hexanoyloxybenzoic acid). Yield: 86.5%. As a reaction SMILES: [OH:1][C:2]1[CH:10]=[CH:9][C:5]([C:6]([OH:8])=[O:7])=[CH:4][CH:3]=1.[C:11](Cl)(=[O:17])[CH2:12][CH2:13][CH2:14][CH2:15][CH3:16].Cl>N1C=CC=CC=1>[C:11]([O:1][C:2]1[CH:10]=[CH:9][C:5]([C:6]([OH:8])=[O:7])=[CH:4][CH:3]=1)(=[O:17])[CH2:12][CH2:13][CH2:14][CH2:15][CH3:16]. Reported procedure: 10 g 4-hydroxybenzoic acid was dissolved in 50 ml dry pyridine. The solution was then externally cooled with ice water while 10.5 g hexanoyl chloride was added dropwise. After the resultant mixture had been further stirred overnight at room temperature, it was poured in 300 ml 3-N dilute hydrochloric acid. White precipitate was taken up by filtration. By recrystallizing the white precipitate in a mixed solvent of methanol/water (3:2), 14.8 g 4-hexanoyloxybenzoic acid was obtained in 87% yield ba... Reactants: C(C)N(CCN1N=C2C=3C(=C(C=CC13)NCCNC(O)=O)SC1=C2C=CC(=C1)OC)CC ([2-[[2-[2-(diethylamino)ethyl]-8-methoxy-2H-[1]benzothiopyrano[4,3,2-cd]indazol-5-yl]amino]ethyl]-carbamic acid), CO (methanol), 1,1-dimethylethyl ester, solution, B(Br)(Br)Br (boron tribromide). Run in ClC(C)Cl (dichloroethane), ClCCl (dichloromethane). Conditions: temperature 25 celsius, time 18 hour. The product is NCCNC1=C2C=3C(=NN(C3C=C1)CCN(CC)CC)C1=C(S2)C=C(C=C1)O (5-[(2-Aminoethyl)amino]-2-[2-(diethylamino)ethyl]-2H-[1]-benzothiopyrano[4,3,2-cd]indazol-8-ol). Isolated yield 154.0%. RXN SMILES: [CH2:1]([N:3]([CH2:31][CH3:32])[CH2:4][CH2:5][N:6]1[C:14]2[CH:13]=[CH:12][C:11]([NH:15][CH2:16][CH2:17][NH:18]C(=O)O)=[C:10]3[S:22][C:23]4[CH:28]=[C:27]([O:29]C)[CH:26]=[CH:25][C:24]=4[C:8]([C:9]=23)=[N:7]1)[CH3:2].B(Br)(Br)Br.CO>ClC(Cl)C.ClCCl>[NH2:18][CH2:17][CH2:16][NH:15][C:11]1[CH:12]=[CH:13][C:14]2[N:6]([CH2:5][CH2:4][N:3]([CH2:31][CH3:32])[CH2:1][CH3:2])[N:7]=[C:8]3[C:24]4[CH:25]=[CH:26][C:27]([OH:29])=[CH:28][C:23]=4[S:22][C:10]=1[C:9]=23. Reported procedure: A 25° C. solution of 0.25 g (0.49 mmol) of [2-[[2-[2-(diethylamino)ethyl]-8-methoxy-2H-[1]benzothiopyrano[4,3,2-cd]indazol-5-yl]amino]ethyl]-carbamic acid; 1,1-dimethylethyl ester (6) in 7.5 mL of dichloroethane was treated dropwise with 2.45 mL (2.45 mmol) of a 1M solution of boron tribromide in dichloromethane. The mixture was stirred at 25° C. for 18 hr, treated cautiously with 3 mL of methanol, then heated at reflux for 6 hr. After cooling to 25° C., the precipitated solids were collected by...